From a dataset of the Open Reaction Database (ORD), a public repository of structured organic reaction records. describe an organic reaction: reactants, conditions, products, and yield Reactants: CNCCNC, COC(=O)c1cc(Br)cc(I)c1, CC#N, O=C1Nc2ccccc2C12CC2c1ccc(Cl)cc1, [Cu]I, [K+], [K+], O=C([O-])[O-]. Yields the product COC(=O)c1cc(Br)cc(N2C(=O)C3(CC3c3ccc(Cl)cc3)c3ccccc32)c1. Reaction SMILES: [CH3:26][NH:27][CH2:28][CH2:29][NH:30][CH3:31].[CH3:32][O:33][C:34]([c:35]1[cH:36][c:37]([Br:42])[cH:38][c:39]([I:41])[cH:40]1)=[O:43].[CH3:46][C:47]#[N:48].[Cl:1][c:2]1[cH:3][cH:4][c:5]([CH:8]2[C:9]3([CH2:10]2)[C:11](=[O:19])[NH:12][c:13]2[cH:14][cH:15][cH:16][cH:17][c:18]23)[cH:6][cH:7]1.[Cu:44][I:45].[K+:20].[K+:21].[O-:22][C:23]([O-:24])=[O:25]>>[Cl:1][c:2]1[cH:3][cH:4][c:5]([CH:8]2[C:9]3([CH2:10]2)[C:11](=[O:19])[N:12]([c:39]2[cH:38][c:37]([Br:42])[cH:36][c:35]([C:34]([O:33][CH3:32])=[O:43])[cH:40]2)[c:13]2[cH:14][cH:15][cH:16][cH:17][c:18]23)[cH:6][cH:7]1. The reactants are Cl (hydrochloric acid), C(C)OC1=NN(C=C1CCC(=O)OCC)CC1=NC=C(C=C1)OCC=1N=C(OC1C)C1=CC=CC=C1 (ethyl 3-[3-ethoxy-1-[5-(5-methyl-2-phenyl-4-oxazolylmethoxy)-2-pyridylmethyl]-1H-pyrazol-4-yl]propionate), [OH-].[Na+] (sodium hydroxide), O1CCCC1 (tetrahydrofuran). Run in C(C)O (ethanol). Run at time 2 hour. The product is C(C)OC1=NN(C=C1CCC(=O)O)CC1=NC=C(C=C1)OCC=1N=C(OC1C)C1=CC=CC=C1 (3-[3-ethoxy-1-[5-(5-methyl-2-phenyl-4-oxazolylmethoxy)-2-pyridylmethyl]-1H-pyrazol-4-yl]propionic acid). Isolated yield 94.4%. As a reaction SMILES: [CH2:1]([O:3][C:4]1[C:8]([CH2:9][CH2:10][C:11]([O:13]CC)=[O:12])=[CH:7][N:6]([CH2:16][C:17]2[CH:22]=[CH:21][C:20]([O:23][CH2:24][C:25]3[N:26]=[C:27]([C:31]4[CH:36]=[CH:35][CH:34]=[CH:33][CH:32]=4)[O:28][C:29]=3[CH3:30])=[CH:19][N:18]=2)[N:5]=1)[CH3:2].[OH-].[Na+].O1CCCC1.Cl>C(O)C>[CH2:1]([O:3][C:4]1[C:8]([CH2:9][CH2:10][C:11]([OH:13])=[O:12])=[CH:7][N:6]([CH2:16][C:17]2[CH:22]=[CH:21][C:20]([O:23][CH2:24][C:25]3[N:26]=[C:27]([C:31]4[CH:32]=[CH:33][CH:34]=[CH:35][CH:36]=4)[O:28][C:29]=3[CH3:30])=[CH:19][N:18]=2)[N:5]=1)[CH3:2] |f:1.2|. Procedure details: After a mixture of ethyl 3-[3-ethoxy-1-[5-(5-methyl-2-phenyl-4-oxazolylmethoxy)-2-pyridylmethyl]-1H-pyrazol-4-yl]propionate (730 mg), 1N aqueous sodium hydroxide solution (3 ml), tetrahydrofuran (5 ml) and ethanol (5 ml) was stirred at room temperature for 2 hours, 1 N hydrochloric acid (3 ml) was added to the mixture, and then the mixture was extracted with ethyl acetate. The ethyl acetate layer was washed with saturated aqueous sodium chloride solution, dried (MgSO4) and concentrated. The resu... Reactants: CC(=O)O (AcOH), N1CCCCC1 (Piperidine), COC=1C=C(C=O)C=CC1OCC=1C=NC=CC1 (3-methoxy-4-(pyridin-3-ylmethoxy)benzaldehyde), C(=O)(O)CC(=O)NC1=C(C(=O)O)C=CC=C1 (2-[(carboxyacetyl)amino]benzoic acid). Solvent: C1(=CC=CC=C1)C (toluene). Yields the product COC=1C=C(C=CC1OCC=1C=NC=CC1)/C=C/C(=O)NC1=C(C(=O)O)C=CC=C1 ((E)-2-[[3-(3-Methoxy-4-(pyridin-3-ylmethoxy)phenyl)-1-oxo-2-propenyl]amino]benzoic acid). Yield: 43.5%. RXN SMILES: N1CCCCC1.[CH3:7][O:8][C:9]1[CH:10]=[C:11]([CH:14]=[CH:15][C:16]=1[O:17][CH2:18][C:19]1[CH:20]=[N:21][CH:22]=[CH:23][CH:24]=1)[CH:12]=O.C([CH2:28][C:29]([NH:31][C:32]1[CH:40]=[CH:39][CH:38]=[CH:37][C:33]=1[C:34]([OH:36])=[O:35])=[O:30])(O)=O.CC(O)=O>C1(C)C=CC=CC=1>[CH3:7][O:8][C:9]1[CH:10]=[C:11](/[CH:12]=[CH:28]/[C:29]([NH:31][C:32]2[CH:40]=[CH:39][CH:38]=[CH:37][C:33]=2[C:34]([OH:36])=[O:35])=[O:30])[CH:14]=[CH:15][C:16]=1[O:17][CH2:18][C:19]1[CH:20]=[N:21][CH:22]=[CH:23][CH:24]=1. Reported procedure: 3-Bromomethylpyridine (0.30 mg, 1.2 mmol) was added to a suspension of vanillin (0.12 g, 0.79 mmol), potassium carbonate (0.33 g, 2.4 mmol) in acetone (5.0 mL) and treated according to Procedure 3. 3-Methoxy-4-(pyridin-3-ylmethoxy)benzaldehyde (88 mg, 46%) was obtained as a brown oil. Piperidine (36 μL, 0.36 mmol) was added to a suspension of 3-methoxy-4-(pyridin-3-ylmethoxy)benzaldehyde (0.88 mg, 0.36 mmol) and 2-[(carboxyacetyl)amino]benzoic acid (73 mg, 0.33 mmol) in toluene (5 mL) and treate... Starting materials: polyester diol, C(CCCCC(=O)O)(=O)O (adipic acid), Mn, Mn, glycol, polyester diol, C(CO)O (ethylene glycol). The product is C(CCO)CO (1,4-BD), C(CCCCC(=O)O)(=O)O (adipic acid). RXN SMILES: [C:1]([OH:10])(=[O:9])[CH2:2][CH2:3][CH2:4][CH2:5][C:6]([OH:8])=[O:7].C(O)C[OH:13]>>[CH2:4]([CH2:3][OH:13])[CH2:5][CH2:6][OH:8].[C:1]([OH:10])(=[O:9])[CH2:2][CH2:3][CH2:4][CH2:5][C:6]([OH:8])=[O:7]. Procedure details: The following were mixed with 1,6-HG (39.3 parts) to prepare homogeneous glycol components: a polyester diol (243.5 parts) having an Mn of 1000 yielded from 1, 4-BD, and adipic acid; a polyester diol (243.5 parts) having an Mn of 2600 yielded from 1,4-BD, ethylene glycol, and adipic acid; and a polyester diol (324.7 parts) having an Mn of 1500 yielded from 1,6-HG and isophthalic acid. The glycol components were mixed with HDI, and the mixture was supplied at a flow rate ratio of 100:17.5 from a ... The reactants are [Al+3], CCOCC, CC(C)(C)C#CC#CCC(Cc1cccc(C=Cc2cccc(-c3ccsc3)c2)c1)C(=O)O, [H-], [H-], [H-], [H-], [Li+], O=C(O)CC(O)(CC(=O)O)C(=O)O. The product is CC(C)(C)C#CC#CCC(CO)Cc1cccc(C=Cc2cccc(-c3ccsc3)c2)c1. As a reaction SMILES: [Al+3:35].[CH2:53]([O:54][CH2:55][CH3:56])[CH3:57].[CH3:1][C:2]([C:3]#[C:4][C:5]#[C:6][CH2:7][CH:8]([C:9](=[O:10])[OH:11])[CH2:12][c:13]1[cH:14][c:15]([CH:19]=[CH:20][c:21]2[cH:22][c:23](-[c:27]3[cH:28][s:29][cH:30][cH:31]3)[cH:24][cH:25][cH:26]2)[cH:16][cH:17][cH:18]1)([CH3:32])[CH3:33].[H-:34].[H-:37].[H-:38].[H-:39].[Li+:36].[OH:40][C:41]([CH2:42][C:43]([C:44](=[O:45])[OH:46])([CH2:47][C:48](=[O:49])[OH:50])[OH:51])=[O:52]>>[CH3:1][C:2]([C:3]#[C:4][C:5]#[C:6][CH2:7][CH:8]([CH2:9][OH:10])[CH2:12][c:13]1[cH:14][c:15]([CH:19]=[CH:20][c:21]2[cH:22][c:23](-[c:27]3[cH:28][s:29][cH:30][cH:31]3)[cH:24][cH:25][cH:26]2)[cH:16][cH:17][cH:18]1)([CH3:32])[CH3:33]. Starting materials: O[C@@H]1C[C@H](N(C1)C(=O)OC(C)(C)C)C(=O)OCC1=CC=CC=C1 (2-benzyl 1-tert-butyl (2S,4R)-4-hydroxypyrrolidine-1,2-dicarboxylate), Cl.CCOC(=O)C (hydrochloric acid EtOAc). The solvent is CCOC(=O)C (EtOAc). Run at time 1 hour. Yields the product Cl.O[C@@H]1C[C@H](NC1)C(=O)OCC1=CC=CC=C1 (benzyl(4R)-4-hydroxy-L-prolinate hydrochloride). As a reaction SMILES: [OH:1][C@H:2]1[CH2:6][N:5](C(OC(C)(C)C)=O)[C@H:4]([C:14]([O:16][CH2:17][C:18]2[CH:23]=[CH:22][CH:21]=[CH:20][CH:19]=2)=[O:15])[CH2:3]1.[ClH:24].CCOC(C)=O>CCOC(C)=O>[ClH:24].[OH:1][C@H:2]1[CH2:6][NH:5][C@H:4]([C:14]([O:16][CH2:17][C:18]2[CH:23]=[CH:22][CH:21]=[CH:20][CH:19]=2)=[O:15])[CH2:3]1 |f:1.2,4.5|. Reported procedure: To a solution of 10.0 g of the compound obtained in Step 157-1 in EtOAc (49 ml) was added a solution of 4 mol/L hydrochloric acid/EtOAc (39 ml). The solution was stirred at room temperature for one hour. The precipitated crystal was filtered, and the crystal was washed with EtOAc. The title compound in the amount of 6.70 g (colorless solid) was obtained. RXN SMILES: N#N.C(OC(C(N[C@H](C(N1CCC[C@H]1C(O)=O)=O)CCCCNC(=O)C(F)(F)F)CC(=O)C1C=CC=CC=1)=O)C.Cl.[CH2:42]([O:44][C:45]([CH:47]([NH:56][C@H:57]([C:59]([OH:61])=[O:60])[CH3:58])[CH2:48][CH2:49][C:50]1[CH:55]=[CH:54][CH:53]=[CH:52][CH:51]=1)=[O:46])[CH3:43].C(OC(C(N[C@H](C(O)=O)C)CCC1CCCCC1)=O)C.C(C(N[C@H](C(O)=O)C)CCC1C=CC=CC=1)(O)=O.S([O-])([O-])(=O)=O.[Na+].[Na+]>[H][H].C(O)C.O>[CH2:42]([O:44][C:45]([C@@H:47]([NH:56][C@H:57]([C:59]([OH:61])=[O:60])[CH3:58])[CH2:48][CH2:49][C:50]1[CH:55]=[CH:54][CH:53]=[CH:52][CH:51]=1)=[O:46])[CH3:43] |f:0.1,6.7.8|. Reaction conditions: temperature 20 celsius. The yield is 73.0%. Starting materials: Pd--C, C(C)OC(=O)C(CCC1=CC=CC=C1)N[C@@H](C)C(=O)O (N-(1-ethoxycarbonyl-3-phenylpropyl)-L-alanine), C(C)OC(=O)C(CCC1CCCCC1)N[C@@H](C)C(=O)O (N-(1-ethoxycarbonyl-3-cyclohexylpropyl)-L-alanine), N#N.C(C)OC(=O)C(CC(C1=CC=CC=C1)=O)N[C@@H](CCCCNC(C(F)(F)F)=O)C(=O)N1[C@H](C(=O)O)CCC1 (N2 (1-ethoxycarbonyl-3-oxo-3-phenylpropyl)-N6 -trifluoroacetyl-L-lysyl-L-proline), S(=O)(=O)([O-])[O-].[Na+].[Na+] (sodium sulfate), Cl (HCl), C(=O)(O)C(CCC1=CC=CC=C1)N[C@@H](C)C(=O)O (N-(1-carboxy-3-phenylpropyl)-L-alanine). Solvent: [H][H] (hydrogen), O (water), O (water), C(C)O (ethanol), [H][H] (hydrogen), C(C)O (ethanol), [H][H] (hydrogen), O (water). Procedure: N-(1-ethoxycarbonyl-3-oxo-3-phenylpropyl)-L-alanine [(1S/1R)=9.0] 5.0 g, (17 mmoles) was added to 100 ml of 10% (w/w) water-containing ethanol containing 0.5 N HCl. Thereto 50% (w/w) water-containing 5% Pd--C (5.0 g) was added and the catalytic reduction was carried out in hydrogen atmosphere (atmospheric pressure) under the conditions of an inner temperature of a range from about 15° to 25° C. and an agitation power of a range from 0.5 to 1 kW/m3 (amount of HCl based on substrate: 3 equivalents... Yields the product C(C)OC(=O)[C@H](CCC1=CC=CC=C1)N[C@@H](C)C(=O)O (N-(1(S)-ethoxycarbonyl-3-phenylpropyl)-L-alanine). The reactants are I.ClC1=C(C=NNC(SC)=N)C(=CC=C1)Cl (methyl 3-(2,6-dichlorobenzylidene)thiocarbazimidate hydroiodide), C1(=CC=CC=C1)C1(CC1)CN (1-phenylcyclopropanemethylamine), C(CCC)O (n-butanol). Run in O (water), C(C)(=O)OCC (ethyl acetate), O (water). The product is ClC1=C(C=NNC(=N)NCC2(CC2)C2=CC=CC=C2)C(=CC=C1)Cl (1-(2,6-Dichlorobenzylideneamino)-3-(1-phenylcyclopropylmethyl)guanidine). RXN SMILES: I.[Cl:2][C:3]1[CH:15]=[CH:14][CH:13]=[C:12]([Cl:16])[C:4]=1[CH:5]=[N:6][NH:7][C:8](=[NH:11])SC.[C:17]1([C:23]2([CH2:26][NH2:27])[CH2:25][CH2:24]2)[CH:22]=[CH:21][CH:20]=[CH:19][CH:18]=1.C(O)CCC>O.C(OCC)(=O)C>[Cl:2][C:3]1[CH:15]=[CH:14][CH:13]=[C:12]([Cl:16])[C:4]=1[CH:5]=[N:6][NH:7][C:8]([NH:27][CH2:26][C:23]1([C:17]2[CH:22]=[CH:21][CH:20]=[CH:19][CH:18]=2)[CH2:25][CH2:24]1)=[NH:11] |f:0.1|. Reported procedure: A solution of 7.80 g. of methyl 3-(2,6-dichlorobenzylidene)thiocarbazimidate hydroiodide and 4.37 of 1-phenylcyclopropanemethylamine in 100 ml. of n-butanol and 25 ml. of water is heated at reflux for 24 hours. The solution is cooled, diluted with water to a final volume of 2 liters and is allowed to stand. Filtration gives a tan solid which is dissolved in ethyl acetate and purified by silica gel column chromatography. Crystallization of the product from diethyl ether gives the desired final pr... Reported procedure: Prepared from compound 134 of Example 1 by reaction with thionyl chloride and ammonia. The product is CC=1C=C(C=CC1)NC=1C2=C(N=CN1)C=NC(=N2)N[C@@H]2CC[C@H](CC2)C(=O)N (4-[(3-Methylphenyl)amino]-6-[trans-4-aminocarbonylcyclohexylamino]-pyrimido[5,4-d]pyrimidine). As a reaction SMILES: [CH3:1][C:2]1[CH:3]=[C:4]([NH:8][C:9]2[C:10]3[N:18]=[C:17]([NH:19][C@H:20]4[CH2:25][CH2:24][C@H:23]([C:26]([OH:28])=O)[CH2:22][CH2:21]4)[N:16]=[CH:15][C:11]=3[N:12]=[CH:13][N:14]=2)[CH:5]=[CH:6][CH:7]=1.S(Cl)(Cl)=O.[NH3:33]>>[CH3:1][C:2]1[CH:3]=[C:4]([NH:8][C:9]2[C:10]3[N:18]=[C:17]([NH:19][C@H:20]4[CH2:25][CH2:24][C@H:23]([C:26]([NH2:33])=[O:28])[CH2:22][CH2:21]4)[N:16]=[CH:15][C:11]=3[N:12]=[CH:13][N:14]=2)[CH:5]=[CH:6][CH:7]=1. Reactants: CC=1C=C(C=CC1)NC=1C2=C(N=CN1)C=NC(=N2)N[C@@H]2CC[C@H](CC2)C(=O)O (4-[(3-Methylphenyl)amino]-6-[trans-4-carboxy-cyclohexylamino]-pyrimido[5,4-d]pyrimidine), S(=O)(Cl)Cl (thionyl chloride), N (ammonia). The reactants are O=C([O-])[O-], Cc1ccc(Nc2cc3c(=O)c4cc(C)ccc4[nH]c3cc2C(=O)O)cc1. Product: Cc1ccc(Nc2ccc3[nH]c4ccc(C)cc4c(=O)c3c2)cc1. RXN SMILES: [O-:28][C:29](=[O:30])[O-:31].[c:1]1([CH3:27])[cH:2][cH:3][c:4]([NH:7][c:8]2[cH:9][c:10]3[c:11](=[O:26])[c:12]4[cH:13][c:14]([CH3:25])[cH:15][cH:16][c:17]4[nH:18][c:19]3[cH:20][c:21]2[C:22]([OH:23])=[O:24])[cH:5][cH:6]1>>[c:1]1([CH3:27])[cH:2][cH:3][c:4]([NH:7][c:8]2[cH:9][c:10]3[c:11](=[O:26])[c:12]4[cH:13][c:14]([CH3:25])[cH:15][cH:16][c:17]4[nH:18][c:19]3[cH:20][cH:21]2)[cH:5][cH:6]1.